Dataset: the Open Reaction Database (ORD), a public repository of structured organic reaction records. Task: describe an organic reaction: reactants, conditions, products, and yield The reactants are FC1=C(CNCC=2NC(C3=C(N2)CCOC3)=O)C=CC=C1 (2-((2-fluorobenzylamino)methyl)-7,8-dihydro-3H-pyrano[4,3-d]pyrimidin-4(5H)-one), FC1=CC=C(C(=O)C2CCN(CC2)CC(=O)O)C=C1 (2-(4-(4-fluorobenzoyl)piperidin-1-yl)acetic acid), C29H30F2N4O4. Product: FC1=CC=C(C(=O)C2CCN(CC2)CC(=O)N(CC=2NC(C3=C(N2)CCOC3)=O)CC3=C(C=CC=C3)F)C=C1 (2-(4-(4-Fluorobenzoyl)piperidin-1-yl)-N-(2-fluorobenzyl)-N-((4-oxo-4,5,7,8-tetrahydro-3H-pyrano[4,3-d]pyrimidin-2-yl)methyl)acetamide). RXN SMILES: [F:1][C:2]1[CH:21]=[CH:20][CH:19]=[CH:18][C:3]=1[CH2:4][NH:5][CH2:6][C:7]1[NH:8][C:9](=[O:17])[C:10]2[CH2:16][O:15][CH2:14][CH2:13][C:11]=2[N:12]=1.[F:22][C:23]1[CH:40]=[CH:39][C:26]([C:27]([CH:29]2[CH2:34][CH2:33][N:32]([CH2:35][C:36](O)=[O:37])[CH2:31][CH2:30]2)=[O:28])=[CH:25][CH:24]=1>>[F:22][C:23]1[CH:24]=[CH:25][C:26]([C:27]([CH:29]2[CH2:30][CH2:31][N:32]([CH2:35][C:36]([N:5]([CH2:4][C:3]3[CH:18]=[CH:19][CH:20]=[CH:21][C:2]=3[F:1])[CH2:6][C:7]3[NH:8][C:9](=[O:17])[C:10]4[CH2:16][O:15][CH2:14][CH2:13][C:11]=4[N:12]=3)=[O:37])[CH2:33][CH2:34]2)=[O:28])=[CH:39][CH:40]=1. Procedure: Following general procedure of Example 4, the title compound was prepared (52 mg) from 2-((2-fluorobenzylamino)methyl)-7,8-dihydro-3H-pyrano[4,3-d]pyrimidin-4(5H)-one and 2-(4-(4-fluorobenzoyl)piperidin-1-yl)acetic acid. Exact mass calculated for C29H30F2N4O4 536.6. found 537.4 (ESI, M+H); 1H NMR (400 MHz, dichloromethane-d2) δ ppm 7.87-8.12 (m, 2H) 7.16-7.45 (m, 5H) 7.04-7.14 (m, 1H) 4.69 (br. s., 1H) 4.61 (d, J=11.62 Hz, 3H) 4.48 (d, J=4.55 Hz, 3H) 4.31 (br. s., 1H) 3.84-4.08 (m, 7H) 3.39 (br.... The reactants are C#C[Si](C)(C)C, Brc1cnc2c(OCc3ccccc3)cccn12, CC#N, CC(C)NC(C)C, [Cu]I, N#N, Cl[Pd]Cl, c1ccc(P(c2ccccc2)c2ccccc2)cc1, c1ccc(P(c2ccccc2)c2ccccc2)cc1. Product: C[Si](C)(C)C#Cc1cnc2c(OCc3ccccc3)cccn12. RXN SMILES: [C:19](#[CH:20])[Si:21]([CH3:22])([CH3:23])[CH3:24].[CH2:1]([c:2]1[cH:3][cH:4][cH:5][cH:6][cH:7]1)[O:8][c:9]1[c:10]2[n:11]([cH:12][cH:13][cH:14]1)[c:15]([Br:18])[cH:16][n:17]2.[CH3:34][C:35]#[N:36].[CH:25]([NH:26][CH:27]([CH3:28])[CH3:29])([CH3:30])[CH3:31].[Cu:78][I:79].[N:32]#[N:33].[Pd:37]([Cl:38])[Cl:39].[c:40]1([P:41]([c:42]2[cH:43][cH:44][cH:45][cH:46][cH:47]2)[c:48]2[cH:49][cH:50][cH:51][cH:52][cH:53]2)[cH:54][cH:55][cH:56][cH:57][cH:58]1.[c:59]1([P:60]([c:61]2[cH:62][cH:63][cH:64][cH:65][cH:66]2)[c:67]2[cH:68][cH:69][cH:70][cH:71][cH:72]2)[cH:73][cH:74][cH:75][cH:76][cH:77]1>>[CH2:1]([c:2]1[cH:3][cH:4][cH:5][cH:6][cH:7]1)[O:8][c:9]1[c:10]2[n:11]([cH:12][cH:13][cH:14]1)[c:15]([C:20]#[C:19][Si:21]([CH3:22])([CH3:23])[CH3:24])[cH:16][n:17]2. Reactants: CCCCCCCCCCCCCCCCCCCCCC(=O)OC(C)c1ccccc1Br, C1CCCCC1, O. Yields the product CC(O)c1ccccc1Br. RXN SMILES: [C:7](=[O:8])([CH2:9][CH2:10][CH2:11][CH2:12][CH2:13][CH2:14][CH2:15][CH2:16][CH2:17][CH2:18][CH2:19][CH2:20][CH2:21][CH2:22][CH2:23][CH2:24][CH2:25][CH2:26][CH2:27][CH2:28][CH3:29])[O:30][CH:31]([CH3:32])[c:33]1[c:34]([Br:39])[cH:35][cH:36][cH:37][cH:38]1.[CH2:1]1[CH2:2][CH2:3][CH2:4][CH2:5][CH2:6]1.[OH2:40]>>[OH:30][CH:31]([CH3:32])[c:33]1[c:34]([Br:39])[cH:35][cH:36][cH:37][cH:38]1. The reactants are OC1(C(CCCC1(C)C)(C)O)C#CC(CCCCC)O (1-(1,2-dihydroxy-2,6,6-trimethylcyclohexyl)oct-1-yn-3-ol), C1CCOC1 (THF), [H-].[Al+3].[Li+].[H-].[H-].[H-] (lithium aluminum hydride), C1CCOC1 (THF), [OH-].[Na+] (sodium hydroxide). Run in O (water), O (water). Conditions: time 10 hour. The product is OC1(C(C(CCC1)(C)C)=C=CC(CCCCC)O)C (1-(2-hydroxy-2,6,6-trimethylcyclohexylidene)oct-1-en-3-ol). Isolated yield 60.2%. Reaction SMILES: C1COCC1.[H-].[Al+3].[Li+].[H-].[H-].[H-].O[C:13]1([C:23]#[C:24][CH:25]([OH:31])[CH2:26][CH2:27][CH2:28][CH2:29][CH3:30])[C:18]([CH3:20])([CH3:19])[CH2:17][CH2:16][CH2:15][C:14]1([OH:22])[CH3:21].[OH-].[Na+]>O>[OH:22][C:14]1([CH3:21])[CH2:15][CH2:16][CH2:17][C:18]([CH3:19])([CH3:20])[C:13]1=[C:23]=[CH:24][CH:25]([OH:31])[CH2:26][CH2:27][CH2:28][CH2:29][CH3:30] |f:1.2.3.4.5.6,8.9|. Reported procedure: To 5 ml of an anhydrous THF suspension containing 274 mg of lithium aluminum hydride was slowly added 10 ml of an anhydrous THF solution containing 1.0 g of 1-(1,2-dihydroxy-2,6,6-trimethylcyclohexyl)oct-1-yn-3-ol under ice-cooling in a nitrogen atmosphere. After the addition, the mixture was placed under refluxing conditions and stirred for 10 hours. After completion of the reaction, the reaction mixture was cooled, and 0.3 ml of water, 0.3 ml of a 15% sodium hydroxide aqueous solution, and 1.0... The reactants are C(C1=CC=CC=C1)N1C=CC2=C1C(N(C(=C2C2=CC=C(C=C2)Cl)CC(=O)OC)C)=O (methyl 2-(1-benzyl-4-(4-chlorophenyl)-6-methyl-7-oxo-6,7-dihydro-1H-pyrrolo[2,3-c]pyridin-5-yl)acetate), [Li+].C[Si](C)(C)[N-][Si](C)(C)C (LiHMDS), O1CCCC1 (Tetrahydrofuran), (2R,8aS)-(+)-(Camphorsulfonyl)oxaziridine, O1CCCC1 (Tetrahydrofuran). Reaction conditions: temperature 0 celsius, time 1 hour. Yields the product C(C1=CC=CC=C1)N1C=CC2=C1C(N(C(=C2C2=CC=C(C=C2)Cl)C(C(=O)OC)O)C)=O (methyl 2-(1-benzyl-4-(4-chlorophenyl)-6-methyl-7-oxo-6,7-dihydro-1H-pyrrolo[2,3-c]pyridin-5-yl)-2-hydroxyacetate). Yield: 82.0%. As a reaction SMILES: [CH2:1]([N:8]1[C:12]2[C:13](=[O:30])[N:14]([CH3:29])[C:15]([CH2:24][C:25]([O:27][CH3:28])=[O:26])=[C:16]([C:17]3[CH:22]=[CH:21][C:20]([Cl:23])=[CH:19][CH:18]=3)[C:11]=2[CH:10]=[CH:9]1)[C:2]1[CH:7]=[CH:6][CH:5]=[CH:4][CH:3]=1.[Li+].C[Si]([N-][Si](C)(C)C)(C)C.[O:41]1CCCC1>>[CH2:1]([N:8]1[C:12]2[C:13](=[O:30])[N:14]([CH3:29])[C:15]([CH:24]([OH:41])[C:25]([O:27][CH3:28])=[O:26])=[C:16]([C:17]3[CH:22]=[CH:21][C:20]([Cl:23])=[CH:19][CH:18]=3)[C:11]=2[CH:10]=[CH:9]1)[C:2]1[CH:7]=[CH:6][CH:5]=[CH:4][CH:3]=1 |f:1.2|. Procedure: A solution of methyl 2-(1-benzyl-4-(4-chlorophenyl)-6-methyl-7-oxo-6,7-dihydro-1H-pyrrolo[2,3-c]pyridin-5-yl)acetate (2.3 g, 5.46 mmol) in Tetrahydrofuran (THF) (30 mL) was treated with LiHMDS (8.45 mL, 8.45 mmol) at −78° C. and then stirred for 1 hour. A solution of (2R,8aS)-(+)-(Camphorsulfonyl)oxaziridine (2.421 g, 10.56 mmol) in Tetrahydrofuran (THF) (20 mL) was added, the mixture was warmed to 0° C. and then stirred for 20 minutes. The mixture was quenched with HCl (1M) and then extracted w... Starting materials: O (water), C[C@]12C[C@H]3CC[C@@H]4C[C@H](CC[C@]4([C@@H]3C[C@@H]1CCC2=O)C)O ((3S,4aR,6aR,7aS,10aS,11aR,11bR)-Hexadecahydro-7a,11b-dimethyl-3-hydroxy-8H-cyclopenta[b]phenanthren-8-one), CCN(C(C)C)C(C)C (DIPEA), COCCl (chloromethyl methyl ether). The reagents and catalysts are CN(C)C=1C=CN=CC1 (DMAP). Solvent: ClCCl (dichloromethane). Run at time 16 hour. The product is C[C@]12C[C@H]3CC[C@@H]4C[C@H](CC[C@]4([C@@H]3C[C@@H]1CCC2=O)C)OCOC ((3S,4aR,6aR,7aS,10aS,11aR,11bR)-Hexadecahydro-7a,11b-dimethyl-3-(methoxymethoxy)-8H-cyclopenta[b]phenanthren-8-one). Yield: 100.6%. RXN SMILES: [CH3:1][C@@:2]12[C:18](=[O:19])[CH2:17][CH2:16][C@H:15]1[CH2:14][C@@H:13]1[C@H:4]([CH2:5][CH2:6][C@H:7]3[C@@:12]1([CH3:20])[CH2:11][CH2:10][C@H:9]([OH:21])[CH2:8]3)[CH2:3]2.CCN(C(C)C)C(C)C.[CH3:31][O:32][CH2:33]Cl.O>ClCCl.CN(C1C=CN=CC=1)C>[CH3:1][C@@:2]12[C:18](=[O:19])[CH2:17][CH2:16][C@H:15]1[CH2:14][C@@H:13]1[C@H:4]([CH2:5][CH2:6][C@H:7]3[C@@:12]1([CH3:20])[CH2:11][CH2:10][C@H:9]([O:21][CH2:31][O:32][CH3:33])[CH2:8]3)[CH2:3]2. Procedure: To a solution of compound 22 (120 mg, 0.41 mmol) in dried dichloromethane (15 mL) was added DIPEA (130 mg, 1.0 mmol), chloromethyl methyl ether (121 mg, 1.5 mmol), and DMAP (10 mg) at room temperature. After 16 h, water was added and the product extracted into dichloromethane (100 mL×2). The combined extracts were dried, filtered, and removed. The residue was purified by flash column chromatography (silica gel eluted with 10% EtOAc in hexanes) to afford compound 24 (138 mg, 100%): 1H NMR (CDCl3)... Starting materials: ClC=1C=C(C=CC1Cl)C(CC=O)C1N(C(C2=CC=CC=C12)=O)CC (3-(3,4-dichlorophenyl)-3-(2-ethyl-3-oxo-2,3-dihydroisoindol-1-yl)propionaldehyde), O=C1N(CCCN1)C1CCNCC1 (4-(2-oxoperhydropyrimidin-1-yl)piperidine). The product is Cl.ClC=1C=C(C=CC1Cl)C(CCN1CCC(CC1)N1C(NCCC1)=O)C1N(C(C2=CC=CC=C12)=O)CC (3-[1-(3,4-Dichlorophenyl)-3-(4-(2-oxoperhydropyrimidin-1-yl)piperidino)propyl]-2-ethyl-2,3-dihydroisoindol-1-one hydrochloride). The yield is 81.8%. As a reaction SMILES: [Cl:1][C:2]1[CH:3]=[C:4]([CH:9]([CH:13]2[C:21]3[C:16](=[CH:17][CH:18]=[CH:19][CH:20]=3)[C:15](=[O:22])[N:14]2[CH2:23][CH3:24])[CH2:10][CH:11]=O)[CH:5]=[CH:6][C:7]=1[Cl:8].[O:25]=[C:26]1[NH:31][CH2:30][CH2:29][CH2:28][N:27]1[CH:32]1[CH2:37][CH2:36][NH:35][CH2:34][CH2:33]1>>[ClH:1].[Cl:1][C:2]1[CH:3]=[C:4]([CH:9]([CH:13]2[C:21]3[C:16](=[CH:17][CH:18]=[CH:19][CH:20]=3)[C:15](=[O:22])[N:14]2[CH2:23][CH3:24])[CH2:10][CH2:11][N:35]2[CH2:36][CH2:37][CH:32]([N:27]3[CH2:28][CH2:29][CH2:30][NH:31][C:26]3=[O:25])[CH2:33][CH2:34]2)[CH:5]=[CH:6][C:7]=1[Cl:8] |f:2.3|. Reported procedure: A solution of 3-(3,4-dichlorophenyl)-3-(2-ethyl-3-oxo-2,3-dihydroisoindol-1-yl)propionaldehyde (0.36 g) was treated with 4-(2-oxoperhydropyrimidin-1-yl)piperidine (0.183 g) as described in Example 8. The resulting material was purified by chromatography and was transformed into the hydrochloride to afford the title compound (0.23 g); mp 165°-170° C.; MS: m/z=557(M+1); NMR(CD3OD): 2.3 (m,7), 2.9 (m,10), 3.45 (m,1), 4.0 (m,1), 4.3 (m,1), 5.0 (m,1), 7.25 (m,7). Analysis for C28H34Cl2N4 O2.1.0 HCl.1...